From a dataset of the Open Reaction Database (ORD), a public repository of structured organic reaction records. describe an organic reaction: reactants, conditions, products, and yield The reactants are O=C([O-])O, C1CCOC1, CI, CCOC(C)=O, COc1cc(C=C2CCCN(C(CO)c3ccc(F)cc3)C2=O)ccc1-n1cnc(C)c1, [H-], [Na+], [Na+], O. The product is COCC(c1ccc(F)cc1)N1CCCC(=Cc2ccc(-n3cnc(C)c3)c(OC)c2)C1=O. Reaction SMILES: [C:38](=[O:39])([OH:40])[O-:41].[CH2:43]1[O:44][CH2:45][CH2:46][CH2:47]1.[CH3:35][I:36].[CH3:48][CH2:49][O:50][C:51](=[O:52])[CH3:53].[F:3][c:4]1[cH:5][cH:6][c:7]([CH:10]([CH2:11][OH:12])[N:13]2[C:14](=[O:34])[C:15](=[CH:19][c:20]3[cH:21][c:22]([O:32][CH3:33])[c:23](-[n:26]4[cH:27][n:28][c:29]([CH3:31])[cH:30]4)[cH:24][cH:25]3)[CH2:16][CH2:17][CH2:18]2)[cH:8][cH:9]1.[H-:1].[Na+:2].[Na+:42].[OH2:37]>>[F:3][c:4]1[cH:5][cH:6][c:7]([CH:10]([CH2:11][O:12][CH3:38])[N:13]2[C:14](=[O:34])[C:15](=[CH:19][c:20]3[cH:21][c:22]([O:32][CH3:33])[c:23](-[n:26]4[cH:27][n:28][c:29]([CH3:31])[cH:30]4)[cH:24][cH:25]3)[CH2:16][CH2:17][CH2:18]2)[cH:8][cH:9]1. As a reaction SMILES: [Br:1][c:2]1[cH:3][c:4]([I:22])[c:5]([CH2:6][C:7]2([C:16](=[O:17])[O:18][CH3:19])[CH2:8][CH2:9][CH:10]([CH:13]([F:14])[F:15])[CH2:11][CH2:12]2)[cH:20][cH:21]1.[CH2:32]1[O:33][CH2:34][CH2:35][CH2:36]1.[CH:28]([Mg+:29])([CH3:30])[CH3:31].[Cl-:25].[Cl-:27].[Li+:26].[N:23]#[N:24]>>[Br:1][c:2]1[cH:3][c:4]2[c:5]([cH:20][cH:21]1)[CH2:6][C:7]1([CH2:8][CH2:9][CH:10]([CH:13]([F:14])[F:15])[CH2:11][CH2:12]1)[C:16]2=[O:17]. The reactants are COC(=O)C1(Cc2ccc(Br)cc2I)CCC(C(F)F)CC1, C1CCOC1, CC(C)[Mg+], [Cl-], [Cl-], [Li+], N#N. The product is O=C1c2cc(Br)ccc2CC12CCC(C(F)F)CC2. The reactants are CN(C(OC(C)(C)C)=O)CCCN1C2=C(SCC1)C=C(C=C2)NC(=N)C=2SC=CC2 (tert-butyl methyl(3-(7-(thiophene-2-carboximidamido)-2H-benzo[b][1,4]thiazin-4(3H)-yl)propyl)carbamate). Run in Cl (hydrochloric acid). The product is CNCCCN1C2=C(SCC1)C=C(C=C2)NC(=N)C=2SC=CC2 (N-(4-(3-(methylamino)propyl)-3,4-dihydro-2H-benzo[b][1,4]thiazin-7-yl)thiophene-2-carboximidamide). Yield: 93.8%. RXN SMILES: [CH3:1][N:2]([CH2:10][CH2:11][CH2:12][N:13]1[CH2:18][CH2:17][S:16][C:15]2[CH:19]=[C:20]([NH:23][C:24]([C:26]3[S:27][CH:28]=[CH:29][CH:30]=3)=[NH:25])[CH:21]=[CH:22][C:14]1=2)C(=O)OC(C)(C)C>Cl>[CH3:1][NH:2][CH2:10][CH2:11][CH2:12][N:13]1[CH2:18][CH2:17][S:16][C:15]2[CH:19]=[C:20]([NH:23][C:24]([C:26]3[S:27][CH:28]=[CH:29][CH:30]=3)=[NH:25])[CH:21]=[CH:22][C:14]1=2. Procedure details: A suspension of tert-butyl methyl(3-(7-(thiophene-2-carboximidamido)-2H-benzo[b][1,4]thiazin-4(3H)-yl)propyl)carbamate (0.55 g, 1.231 mmol) in 3M hydrochloric acid (25 mL) was refluxed for 1 hour. The reaction was brought to room temperature, filtered, and washed with water (2×10 mL). The combined aqueous layers were evaporated. The crude material was basified with 3 M NaOH solution (50 mL), and the product was extracted into CH2Cl2 (3×20 mL). The combined CH2Cl2 layers were washed with brine (1... RXN SMILES: [C:31](=[O:32])([O-:33])[O-:34].[CH2:38]([OH:39])[CH2:40][CH2:41][CH3:42].[Cl:17][CH2:18][CH2:19][N:20]([c:21]1[cH:22][cH:23][c:24]([Cl:27])[cH:25][cH:26]1)[CH2:28][CH2:29][Cl:30].[ClH:37].[K+:35].[K+:36].[NH2:1][c:2]1[cH:3][cH:4][c:5]([CH2:8][CH2:9][C:10](=[O:11])[O:12][CH2:13][CH2:14][CH2:15][CH3:16])[cH:6][cH:7]1>>[N:1]1([c:2]2[cH:3][cH:4][c:5]([CH2:8][CH2:9][C:10](=[O:11])[O:12][CH2:13][CH2:14][CH2:15][CH3:16])[cH:6][cH:7]2)[CH2:18][CH2:19][N:20]([c:21]2[cH:22][cH:23][c:24]([Cl:27])[cH:25][cH:26]2)[CH2:28][CH2:29]1. The product is CCCCOC(=O)CCc1ccc(N2CCN(c3ccc(Cl)cc3)CC2)cc1. Reactants: O=C([O-])[O-], CCCCO, ClCCN(CCCl)c1ccc(Cl)cc1, Cl, [K+], [K+], CCCCOC(=O)CCc1ccc(N)cc1. Starting materials: COc1ccc2c(c1)OC(C)(CCN1CCNCC1)CC2, COc1cc(C(=O)Cl)cc(OC)c1OC, ClCCCl, O, c1ccncc1. Yields the product COc1ccc2c(c1)OC(C)(CCN1CCN(C(=O)c3cc(OC)c(OC)c(OC)c3)CC1)CC2. As a reaction SMILES: [CH3:16][O:17][c:18]1[cH:19][c:20]2[c:21]([cH:35][cH:36]1)[CH2:22][CH2:23][C:24]([CH2:26][CH2:27][N:28]1[CH2:29][CH2:30][NH:31][CH2:32][CH2:33]1)([CH3:34])[O:25]2.[CH3:1][O:2][c:3]1[cH:4][c:5]([C:6](=[O:7])[Cl:8])[cH:9][c:10]([O:14][CH3:15])[c:11]1[O:12][CH3:13].[Cl:43][CH2:44][CH2:45][Cl:46].[OH2:47].[cH:37]1[cH:38][cH:39][n:40][cH:41][cH:42]1>>[CH3:1][O:2][c:3]1[cH:4][c:5]([C:6](=[O:7])[N:31]2[CH2:30][CH2:29][N:28]([CH2:27][CH2:26][C:24]3([CH3:34])[CH2:23][CH2:22][c:21]4[c:20]([cH:19][c:18]([O:17][CH3:16])[cH:36][cH:35]4)[O:25]3)[CH2:33][CH2:32]2)[cH:9][c:10]([O:14][CH3:15])[c:11]1[O:12][CH3:13]. Starting materials: OC1=CC=C(C(=O)N(C2=C(C=CC(=C2)OC)C2CC=3C=CC(=CC3CC2)OC(C(C)(C)C)=O)C(C)C)C=C1 (pivalic acid 6-{2-[(4-hydroxybenzoyl)isopropylamino]-4-methoxyphenyl}-5,6,7,8-tetrahydronaphthalen-2-yl ester), N1(CCC1)C(CCl)=O (1-azetidin-1-yl-2-chloroethanone). The product is N1(CCC1)CCOC1=CC=C(CN(C2=C(C=CC(=C2)OC)C2CC=3C=CC(=CC3CC2)O)C(C)C)C=C1 (6-{2-{[4-(2-Azetidin-1-ylethoxy)benzyl]isopropylamino}-4-methoxyphenyl}-5,6,7,8-tetrahydronaphthalen-2-ol). The yield is 20.2%. As a reaction SMILES: [OH:1][C:2]1[CH:38]=[CH:37][C:5]([C:6]([N:8]([CH:34]([CH3:36])[CH3:35])[C:9]2[CH:14]=[C:13]([O:15][CH3:16])[CH:12]=[CH:11][C:10]=2[CH:17]2[CH2:26][CH2:25][C:24]3[CH:23]=[C:22]([O:27]C(=O)C(C)(C)C)[CH:21]=[CH:20][C:19]=3[CH2:18]2)=O)=[CH:4][CH:3]=1.[N:39]1([C:43](=O)[CH2:44]Cl)[CH2:42][CH2:41][CH2:40]1>>[N:39]1([CH2:43][CH2:44][O:1][C:2]2[CH:3]=[CH:4][C:5]([CH2:6][N:8]([CH:34]([CH3:36])[CH3:35])[C:9]3[CH:14]=[C:13]([O:15][CH3:16])[CH:12]=[CH:11][C:10]=3[CH:17]3[CH2:26][CH2:25][C:24]4[CH:23]=[C:22]([OH:27])[CH:21]=[CH:20][C:19]=4[CH2:18]3)=[CH:37][CH:38]=2)[CH2:42][CH2:41][CH2:40]1. Reported procedure: Synthesized from pivalic acid 6-{2-[(4-hydroxybenzoyl)isopropylamino]-4-methoxyphenyl}-5,6,7,8-tetrahydronaphthalen-2-yl ester (27 mg) and 1-azetidin-1-yl-2-chloroethanone (15 mg) according to an analogous synthetic method to Example 404 and purified by LC-MS, the title compound (5.3 mg) was obtained. Starting materials: [Br-].[Na+] (sodium bromide), CC1(CCCC(N1[O])(C)C)C (TEMPO), C1(CCCCC1)[C@@H](C(=O)N[C@H](C(=O)N1[C@@H]([C@@H]2[C@H](C1)CCC2)C(=O)N[C@H]([C@H](C(=O)NC2CC2)O)CCC)C(C)(C)C)NC(=O)C2=NC=CN=C2 ((1S,3aR,6aS)-2-((S)-2-((S)-2-cyclohexyl-2-(pyrazine-2-carboxamido)acetamido)-3,3-dimethylbutanoyl)-N-((2R,3S)-1-(cyclopropylamino)-2-hydroxy-1-oxohexan-3-yl)octahydrocyclopenta[c]pyrrole-1-carboxamide), Cl[O-].[Na+] (sodium hypochlorite), C([O-])(O)=O.[Na+] (sodium bicarbonate). Run in O (water), O (water), ClCCl (dichloromethane), O (water). Conditions: temperature 5 celsius, time 1.5 hour. The product is C1(CCCCC1)[C@@H](C(=O)N[C@H](C(=O)N1[C@@H]([C@@H]2[C@H](C1)CCC2)C(=O)N[C@H](C(C(=O)NC2CC2)=O)CCC)C(C)(C)C)NC(=O)C2=NC=CN=C2 ((1S,3aR,6aS)-2-((S)-2-((S)-2-cyclohexyl-2-(pyrazine-2-carboxamido)acetamido)-3,3-dimethylbutanoyl)-N-((S)-1-(cyclopropylamino)-1,2-dioxohexan-3-yl)octahydrocyclopenta[c]pyrrole-1-carboxamide). RXN SMILES: [CH:1]1([C@H:7]([NH:41][C:42]([C:44]2[CH:49]=[N:48][CH:47]=[CH:46][N:45]=2)=[O:43])[C:8]([NH:10][C@@H:11]([C:37]([CH3:40])([CH3:39])[CH3:38])[C:12]([N:14]2[CH2:18][C@@H:17]3[CH2:19][CH2:20][CH2:21][C@@H:16]3[C@H:15]2[C:22]([NH:24][C@@H:25]([CH2:34][CH2:35][CH3:36])[C@@H:26]([OH:33])[C:27]([NH:29][CH:30]2[CH2:32][CH2:31]2)=[O:28])=[O:23])=[O:13])=[O:9])[CH2:6][CH2:5][CH2:4][CH2:3][CH2:2]1.[Br-].[Na+].C(=O)(O)[O-].[Na+].CC1(C)N([O])C(C)(C)CCC1.Cl[O-].[Na+]>ClCCl.O>[CH:1]1([C@H:7]([NH:41][C:42]([C:44]2[CH:49]=[N:48][CH:47]=[CH:46][N:45]=2)=[O:43])[C:8]([NH:10][C@@H:11]([C:37]([CH3:38])([CH3:39])[CH3:40])[C:12]([N:14]2[CH2:18][C@@H:17]3[CH2:19][CH2:20][CH2:21][C@@H:16]3[C@H:15]2[C:22]([NH:24][C@@H:25]([CH2:34][CH2:35][CH3:36])[C:26](=[O:33])[C:27]([NH:29][CH:30]2[CH2:31][CH2:32]2)=[O:28])=[O:23])=[O:13])=[O:9])[CH2:6][CH2:5][CH2:4][CH2:3][CH2:2]1 |f:1.2,3.4,6.7,^1:60|. Reported procedure: Compound 45 (2.0 g, 2.9 mmol) was dissolved in dichloromethane (14 mL), and to this solution was added a solution of sodium bromide (144 mg) in water (1.0 mL) followed by a solution of sodium bicarbonate (300 mg) in water (4.0 mL). The mixture was cooled to 0° C., whereupon TEMPO (53 mg, 0.34 mmol) was added. Commercial bleach solution containing sodium hypochlorite (3.3 mL) further diluted with water (9.6 mL) was added drop-wise over the course of 10 minutes. The mixture was stirred 1.5 hours a...